Task: describe an organic reaction: reactants, conditions, products, and yield. Dataset: the Open Reaction Database (ORD), a public repository of structured organic reaction records The reactants are C(C)OC(CC(=CC#N)C1=CC=CC=C1)=O (4-Cyano-3-phenyl-but-3-enoic acid ethyl ester), C(CN)N (ethylenediamine). Reaction conditions: temperature 160 celsius. The product is C1(=CC=CC=C1)C=1C=C2N(C(C1)=O)CCN2 (7-Phenyl-2,3-dihydro-1H-imidazo[1,2-a]pyridin-5-one). RXN SMILES: C(O[C:4](=[O:16])[CH2:5][C:6]([C:10]1[CH:15]=[CH:14][CH:13]=[CH:12][CH:11]=1)=[CH:7][C:8]#[N:9])C.[CH2:17](N)[CH2:18][NH2:19]>>[C:10]1([C:6]2[CH:7]=[C:8]3[NH:9][CH2:17][CH2:18][N:19]3[C:4](=[O:16])[CH:5]=2)[CH:11]=[CH:12][CH:13]=[CH:14][CH:15]=1. Procedure details: 4-Cyano-3-phenyl-but-3-enoic acid ethyl ester (crude, 9.37 g, 0.043 mol), ethylenediamine (3 mL, 0.043 mol) were mixed in dichlorobenze (20 mL) and heated at 160° C. overnight. The resulting suspension was cooled to room temperature, filtered, and the filtrated cake was washed with EtOAc and finally dried to provide the title compound as a brownish yellow solid. MS m/e 213 (M+H)+. The reactants are C(Br)(Br)(Br)Br (Carbon tetrabromide), C1=CC=C(C=C1)P(C2=CC=CC=C2)C3=CC=CC=C3 (PPh3), C(C)(C)OC=1C=C(C=O)C=CC1OC (isovanillin isopropyl ether). Reagents/catalysts: [Zn] (zinc). Solvent: CCCCCC (hexane), C(Cl)Cl (CH2Cl2). Reaction conditions: temperature 0 celsius, time 22 hour. The product is BrC(=CC1=CC(=C(C=C1)OC)OC(C)C)Br (β,β-Dibromo-3-isopropoxy-4-methoxystyrene). Yield: 99.8%. RXN SMILES: [C:1]([Br:5])(Br)(Br)[Br:2].C1C=CC(P(C2C=CC=CC=2)C2C=CC=CC=2)=CC=1.[CH:25]([O:28][C:29]1[CH:30]=[C:31]([CH:34]=[CH:35][C:36]=1[O:37][CH3:38])[CH:32]=O)([CH3:27])[CH3:26]>C(Cl)Cl.CCCCCC.[Zn]>[Br:2][C:1]([Br:5])=[CH:32][C:31]1[CH:34]=[CH:35][C:36]([O:37][CH3:38])=[C:29]([O:28][CH:25]([CH3:27])[CH3:26])[CH:30]=1. Reported procedure: Carbon tetrabromide (51.3 g, 154.7 mmol) was added portion-wise to a magnetically stirred mixture of zinc dust (10.1 g, 154.5 mmol) and PPh3 (40.5 g, 154.4 mmol) in CH2Cl2 (350 mL) maintained at 0° C. on an ice-salt bath. The resulting suspension was allowed to warm to room temperature and then stirred for a further 22 h. After this time the reaction mixture was re-cooled to 0° C. and isovanillin isopropyl ether (15.0 g, 77.3 mmol) was added dropwise over 2 min. The resulting mixture was allowed...